Dataset: the Open Reaction Database (ORD), a public repository of structured organic reaction records. Task: describe an organic reaction: reactants, conditions, products, and yield The product is CCCN1CCC(c2n[nH]c3cc(F)ccc23)CC1. The reactants are CCCBr, O=C([O-])O, CN(C)C=O, Fc1ccc2c(C3CCNCC3)n[nH]c2c1, [Na+], O. As a reaction SMILES: [Br:17][CH2:18][CH2:19][CH3:20].[C:21](=[O:22])([OH:23])[O-:24].[CH3:26][N:27]([CH3:28])[CH:29]=[O:30].[F:1][c:2]1[cH:3][cH:4][c:5]2[c:6]([CH:11]3[CH2:12][CH2:13][NH:14][CH2:15][CH2:16]3)[n:7][nH:8][c:9]2[cH:10]1.[Na+:25].[OH2:31]>>[F:1][c:2]1[cH:3][cH:4][c:5]2[c:6]([CH:11]3[CH2:12][CH2:13][N:14]([CH2:18][CH2:19][CH3:20])[CH2:15][CH2:16]3)[n:7][nH:8][c:9]2[cH:10]1. Starting materials: CC(C)OC(=O)/N=N/C(=O)OC(C)C (DIAD), OC1=CC=C(C=O)C=C1 (4-hydroxybenzaldehyde), C1(=CC=CC=C1)P(C1=CC=CC=C1)C1=CC=CC=C1 (triphenylphosphine), FCCO (2-fluoroethanol). Run in C1CCOC1 (THF). Conditions: temperature 0 celsius, time 1 hour. Yields the product FCCOC1=CC=C(C=O)C=C1 (4-(2-Fluoroethoxy)benzaldehyde). Isolated yield 40.3%. RXN SMILES: [OH:1][C:2]1[CH:9]=[CH:8][C:5]([CH:6]=[O:7])=[CH:4][CH:3]=1.C1(P(C2C=CC=CC=2)C2C=CC=CC=2)C=CC=CC=1.[F:29][CH2:30][CH2:31]O.CC(OC(/N=N/C(OC(C)C)=O)=O)C>C1COCC1>[F:29][CH2:30][CH2:31][O:1][C:2]1[CH:9]=[CH:8][C:5]([CH:6]=[O:7])=[CH:4][CH:3]=1. Reported procedure: To a mixture of 4-hydroxybenzaldehyde (1.45 g, 11.9 mmol), triphenylphosphine (6.87 g, 26.2 mmol) and 2-fluoroethanol (1.68 g, 26.2 mmol) in dry THF (70 ml) at 0° C., was added DIAD (5.29 g, 26.2 mmol) dropwise. The reaction mixture was stirred at 0° C. for 1 h then allowed to rise to room temperature and stirred for 48 h. The solvent was removed under reduced pressure and the residue was purified by flash chromatography (5:1 DCM/Hexane) to give the title compound (0.807 g, 40%) as a colourless ... Reactants: [Na] (sodium), intermediate A, BrCC=1C=C(C(=O)N[C@H](C)C2=CC=C(C=C2)F)C=C(C1)N(S(=O)(=O)C)C (3-(bromomethyl)-N-[(1R)-1-(4-fluorophenyl)ethyl]-5-[methyl(methylsulfonyl)amino]benzamide), intermediate I, NC(CO)(CO)CC1=CC=CC=C1 (2-amino-2-benzylpropane-1,3-diol). Solvent: C1CCOC1 (THF), CN(C)C=O (DMF), CN(C)C=O (DMF). Run at temperature 0 celsius, time 5 minute. Product: NC(COCC=1C=C(C(=O)N[C@H](C)C2=CC=C(C=C2)F)C=C(C1)N(S(=O)(=O)C)C)(CO)CC1=CC=CC=C1 (3-[(2-amino-2-benzyl-3-hydroxypropoxy)methyl]-N-[(1R)-1-(4-fluorophenyl)ethyl]-5-[methyl(methylsulfonyl)amino]benzamide). Reaction SMILES: [NH2:1][C:2]([CH2:7][C:8]1[CH:13]=[CH:12][CH:11]=[CH:10][CH:9]=1)([CH2:5][OH:6])[CH2:3][OH:4].[Na].Br[CH2:16][C:17]1[CH:18]=[C:19]([CH:32]=[C:33]([N:35]([CH3:40])[S:36]([CH3:39])(=[O:38])=[O:37])[CH:34]=1)[C:20]([NH:22][C@@H:23]([C:25]1[CH:30]=[CH:29][C:28]([F:31])=[CH:27][CH:26]=1)[CH3:24])=[O:21]>CN(C=O)C.C1COCC1>[NH2:1][C:2]([CH2:7][C:8]1[CH:13]=[CH:12][CH:11]=[CH:10][CH:9]=1)([CH2:3][OH:4])[CH2:5][O:6][CH2:16][C:17]1[CH:18]=[C:19]([CH:32]=[C:33]([N:35]([CH3:40])[S:36]([CH3:39])(=[O:38])=[O:37])[CH:34]=1)[C:20]([NH:22][C@@H:23]([C:25]1[CH:26]=[CH:27][C:28]([F:31])=[CH:29][CH:30]=1)[CH3:24])=[O:21] |^1:13|. Procedure: To a solution of intermediate I 2-amino-2-benzylpropane-1,3-diol (0.09 g, 0.50 mmol) in 2 mL DMF cooled to 0° C. was added sodium hexamethyldisylazide (0.5 mL, 0.50 mmol, 1 M in THF). The reaction mixture was stirred at 0° C. for 5 min and intermediate A 3-(bromomethyl)-N-[(1R)-1-(4-fluorophenyl)ethyl]-5-[methyl(methylsulfonyl)amino]benzamide (0.1 g, 0.23 mmol) in 1 mL DMF was added dropwise. The reaction mixture was stirred at 0° C. for 0.5 h, quenched with water, extracted with EtOAc, washed w... Reactants: FC1=C(C(=CC(=C1F)F)F)[N+](=O)[O-] (2,3,4,6-tetrafluoronitrobenzene), N (ammonia), O1CCOCC1 (dioxane). The solvent is O (water). Reaction conditions: time 3 hour. Product: FC1=C(N)C(=C(C=C1F)F)[N+](=O)[O-] (2,3,5-trifluoro-6-nitroaniline). The yield is 51.0%. RXN SMILES: F[C:2]1[C:7]([F:8])=[C:6]([F:9])[CH:5]=[C:4]([F:10])[C:3]=1[N+:11]([O-:13])=[O:12].[NH3:14].O1CCOCC1>O>[F:8][C:7]1[C:6]([F:9])=[CH:5][C:4]([F:10])=[C:3]([N+:11]([O-:13])=[O:12])[C:2]=1[NH2:14]. Procedure details: A solution comprising 2,3,4,6-tetrafluoronitrobenzene (0.6 g, 3.1 mmol) and ammonia in dioxane (Aldrich, 0.5M, 7.5 mmol) was stirred at room temperature for 3 hours to give a fine white precipitate. The mixture was diluted with an equal volume of water to dissolve the white precipitate and give yellow crystals. The crystals were isolated were collected and dried to provide 2,3,5-trifluoro-6-nitroaniline (307 mg, 51%) as yellow needles; m.p. 66° C.; 1H NMR (CDCl3) δ 6.4 (1H, m), δ 6.0 (2H, s). Starting materials: N1C(=CC2=CC=CC=C12)C(CC(=O)O)(C=O)C (3-(indolyl)-4-oxo-3-methylbutyric acid), O.NN (hydrazine hydrate). The solvent is C(C)O (ethanol). The product is N1C=C(C2=CC=CC=C12)C=1C(CC(NN1)=O)C (6-(3-Indolyl)-5-methyl-4,5-dihydro-3(2H)-pyridazinone). Reaction SMILES: [NH:1]1[C:9]2[C:4](=[CH:5][CH:6]=[CH:7][CH:8]=2)[CH:3]=[C:2]1C(C)(C=O)CC(O)=O.[OH2:18].[NH2:19][NH2:20]>C(O)C>[NH:1]1[C:9]2[C:4](=[CH:5][CH:6]=[CH:7][CH:8]=2)[C:3]([C:5]2[CH:4]([CH3:9])[CH2:3][C:2](=[O:18])[NH:19][N:20]=2)=[CH:2]1 |f:1.2|. Reported procedure: 7.0 g (0.03 mole) of 4-(3-(indolyl)-4-oxo-3-methylbutyric acid and 1.7 ml (0.035 mole) of hydrazine hydrate are heated under reflux in 60 ml of ethanol for 2 hours. After the mixture has been concentrated, the residue is chromatographed over a silica gel column with methylene chloride:methanol=9:1 as the eluant and the product is recrystallised from isopropanol. Starting materials: C(C)N(CCN1C(C2=C(CCC1)NC(=C2C)C=O)=O)CC (5-(2-diethylamino-ethyl)-3-methyl-4-oxo-1,4,5,6,7,8-hexahydro-pyrrolo[3,2-c]azepine-2-carbaldehyde), BrC=1C=C2CC(NC2=CC1)=O (5-bromo-1,3-dihydro-indol-2-one). The product is BrC=1C=C2/C(/C(NC2=CC1)=O)=C/C1=C(C=2C(N(CCCC2N1)CCN(CC)CC)=O)C ((Z)-2-(5-bromo-2-oxo-1,2-dihydro-indol-3-ylidenemethyl)-5-(2-diethylamino-ethyl)-3-methyl-5,6,7,8-tetrahydro-1H-pyrrolo[3,2-c]azepin-4-one). Yield: 67.8%. RXN SMILES: [CH2:1]([N:3]([CH2:20][CH3:21])[CH2:4][CH2:5][N:6]1[CH2:12][CH2:11][CH2:10][C:9]2[NH:13][C:14]([CH:17]=O)=[C:15]([CH3:16])[C:8]=2[C:7]1=[O:19])[CH3:2].[Br:22][C:23]1[CH:24]=[C:25]2[C:29](=[CH:30][CH:31]=1)[NH:28][C:27](=[O:32])[CH2:26]2>>[Br:22][C:23]1[CH:24]=[C:25]2[C:29](=[CH:30][CH:31]=1)[NH:28][C:27](=[O:32])/[C:26]/2=[CH:17]\[C:14]1[NH:13][C:9]2[CH2:10][CH2:11][CH2:12][N:6]([CH2:5][CH2:4][N:3]([CH2:20][CH3:21])[CH2:1][CH3:2])[C:7](=[O:19])[C:8]=2[C:15]=1[CH3:16]. Reported procedure: The title compound was prepared under the same conditions as described in step 10 of Example 1 with 5-(2-diethylamino-ethyl)-3-methyl-4-oxo-1,4,5,6,7,8-hexahydro-pyrrolo[3,2-c]azepine-2-carbaldehyde 1j obtained from step 9 of Example 1 and 5-bromo-1,3-dihydro-indol-2-one as starting materials to obtain (Z)-2-(5-bromo-2-oxo-1,2-dihydro-indol-3-ylidenemethyl)-5-(2-diethylamino-ethyl)-3-methyl-5,6,7,8-tetrahydro-1H-pyrrolo[3,2-c]azepin-4-one 5 (59 mg, yield 67.8%) as a yellow solid. The reactants are Stannous chloride dihydrate, CC=1C=C(C=CC1[N+](=O)[O-])N1C(=NC2=C1C=CC=C2)C (1-(3-methyl-4-nitrophenyl)-2-methylbenzimidazole), [OH-].[Na+] (sodium hydroxide). Run in C(C)O (ethanol). The product is CC=1C=C(C=CC1N)N1C(=NC2=C1C=CC=C2)C (1-(3-Methyl-4-aminophenyl)-2-methylbenzimidazole). The yield is 109.0%. Reaction SMILES: [CH3:1][C:2]1[CH:3]=[C:4]([N:11]2[C:15]3[CH:16]=[CH:17][CH:18]=[CH:19][C:14]=3[N:13]=[C:12]2[CH3:20])[CH:5]=[CH:6][C:7]=1[N+:8]([O-])=O.[OH-].[Na+]>C(O)C>[CH3:1][C:2]1[CH:3]=[C:4]([N:11]2[C:15]3[CH:16]=[CH:17][CH:18]=[CH:19][C:14]=3[N:13]=[C:12]2[CH3:20])[CH:5]=[CH:6][C:7]=1[NH2:8] |f:1.2|. Procedure: Stannous chloride dihydrate (45.9 g) was added portionwise to a stirred solution of 1-(3-methyl-4-nitrophenyl)-2-methylbenzimidazole (9.2 g) in absolute ethanol (200 cm3) under nitrogen. After heating under reflux for 1 hour, the cooled mixture was basified to pH 9 with aqueous 2.5M sodium hydroxide and extracted with chloroform (3×200 cm3). The combined and dried (MgSO4) organic extracts were evaporated in vacuo to give the title compound (8.9 g) which was characterised spectroscopically then u... Starting materials: C(CC)N(CCCCN1CC2=CC=C(C=C2CC1)C=O)CCC (2-[4-(dipropylamino)butyl]-1,2,3,4-tetrahydro-6-isoquinolinecarboaldehyde), C[Si](CCOCN1C(=NC=C1)C=O)(C)C ({[2-(trimethylsilyl)ethyloxy]methyl}-1H-imidazole-2-carboaldehyde), CN1C(=NC=C1)CN ([(1-methyl-1H-imidazol-2-yl)methyl]amine). Yields the product C(CC)N(CCCCN1CC2=CC=C(C=C2CC1)CNCC=1N(C=CN1)C)CCC (({2-[4-(dipropylamino)butyl]-1,2,3,4-tetrahydro-6-isoquinolinyl}methyl)[(1-methyl-1H-imidazol-2-yl)methyl]amine). RXN SMILES: [CH2:1]([N:4]([CH2:21][CH2:22][CH3:23])[CH2:5][CH2:6][CH2:7][CH2:8][N:9]1[CH2:18][CH2:17][C:16]2[C:11](=[CH:12][CH:13]=[C:14]([CH:19]=O)[CH:15]=2)[CH2:10]1)[CH2:2][CH3:3].C[Si](C)(C)CCOCN1C=CN=C1C=O.[CH3:39][N:40]1[CH:44]=[CH:43][N:42]=[C:41]1[CH2:45][NH2:46]>>[CH2:1]([N:4]([CH2:21][CH2:22][CH3:23])[CH2:5][CH2:6][CH2:7][CH2:8][N:9]1[CH2:18][CH2:17][C:16]2[C:11](=[CH:12][CH:13]=[C:14]([CH2:19][NH:46][CH2:45][C:41]3[N:40]([CH3:39])[CH:44]=[CH:43][N:42]=3)[CH:15]=2)[CH2:10]1)[CH2:2][CH3:3]. Procedure: The same procedure as a series of reactions of Example 1 was carried out, except that the compound 22 was used in place of 1-({[2-(trimethylsilyl)ethyloxy]methyl}-1H-imidazole-2-carboaldehyde and [(1-methyl-1H-imidazol-2-yl)methyl]amine was used in place of {[4-(methyloxy)phenyl]methyl}amine to obtain ({2-[4-(dipropylamino)butyl]-1,2,3,4-tetrahydro-6-isoquinolinyl}methyl)[(1-methyl-1H-imidazol-2-yl)methyl]amine (compound 23-a). The same procedure as a series of reactions of Example 17 was carrie... The reactants are C1(=CC=CC=C1)S(=O)CC1=CC=C(C(=C1C(=O)OCC)OC)CC (ethyl 6-(benzenesulphinylmethyl)-3-ethyl-2-methoxybenzoate), O1C=C(C=C1)C=1C(=C(C(=O)OC(C)(C)C)C(=CC1)CSC1=CC=CC=C1)OC (t-butyl 3-(furan-3-yl)-2-methoxy-6-(phenylthiomethyl)benzoate), O1C=C(C=C1)C=1C(=C(C(=O)OC(C)(C)C)C(=CC1)CSC1=CC=CC=C1)OC (t-butyl 3-(furan-3-yl)-2-methoxy-6-(phenylthiomethyl)benzoate). The product is C1(=CC=CC=C1)S(=O)CC1=CC=C(C(=C1C(=O)OC(C)(C)C)OC)C1=COC=C1 (t-Butyl 6-(benzenesulphinylmethyl)-3-(furan-3-yl)-2-methoxy-benzoate). RXN SMILES: C1(S(CC2C(C(OCC)=O)=C(OC)C(CC)=CC=2)=[O:8])C=CC=CC=1.[O:25]1[CH:29]=[CH:28][C:27]([C:30]2[C:31]([O:51][CH3:52])=[C:32]([C:40]([CH2:43][S:44][C:45]3[CH:50]=[CH:49][CH:48]=[CH:47][CH:46]=3)=[CH:41][CH:42]=2)[C:33]([O:35][C:36]([CH3:39])([CH3:38])[CH3:37])=[O:34])=[CH:26]1>>[C:45]1([S:44]([CH2:43][C:40]2[C:32]([C:33]([O:35][C:36]([CH3:39])([CH3:38])[CH3:37])=[O:34])=[C:31]([O:51][CH3:52])[C:30]([C:27]3[CH:28]=[CH:29][O:25][CH:26]=3)=[CH:42][CH:41]=2)=[O:8])[CH:50]=[CH:49][CH:48]=[CH:47][CH:46]=1. Procedure details: Prepared by proceeding in a similar manner to Intermediate 2, starting from t-butyl 3-(furan-3-yl)-2-methoxy-6-(phenylthiomethyl)benzoate (Intermediate 222).